From a dataset of the Open Reaction Database (ORD), a public repository of structured organic reaction records. describe an organic reaction: reactants, conditions, products, and yield Reactants: [Si](C)(C)(C(C)(C)C)O[C@H]1C[C@@H](C[C@H]1CO[Si](C)(C)C(C)(C)C)OC1=NC=NC(=C1)Cl (4-{[(1R,3S,4S)-3-{[tert-butyl(dimethyl)silyl]oxy}-4-({[tert-butyl(dimethyl)silyl]oxy}methyl)cyclopentyl]oxy}-6-chloropyrimidine), C1(=CC=CC=C1)B(O)O (phenylboronic acid). The reagents and catalysts are C=1C=CC(=CC1)[P](C=2C=CC=CC2)(C=3C=CC=CC3)[Pd]([P](C=4C=CC=CC4)(C=5C=CC=CC5)C=6C=CC=CC6)([P](C=7C=CC=CC7)(C=8C=CC=CC8)C=9C=CC=CC9)[P](C=1C=CC=CC1)(C=1C=CC=CC1)C=1C=CC=CC1 (Tetrakis(triphenylphosphine)palladium(0)). Solvent: O (H2O). Yields the product [Si](C)(C)(C(C)(C)C)O[C@H]1C[C@@H](C[C@H]1CO[Si](C)(C)C(C)(C)C)OC1=NC=NC(=C1)C1=CC=CC=C1 (4-{[(1R,3S,4S)-3-{[tert-butyl(dimethyl)silyl]oxy}-4-({[tert-butyl(dimethyl)silyl]-oxy}methyl)cyclopentyl]oxy}-6-phenylpyrimidine). Isolated yield 76.3%. Reaction SMILES: [Si:1]([O:8][C@@H:9]1[C@H:13]([CH2:14][O:15][Si:16]([C:19]([CH3:22])([CH3:21])[CH3:20])([CH3:18])[CH3:17])[CH2:12][C@@H:11]([O:23][C:24]2[CH:29]=[C:28](Cl)[N:27]=[CH:26][N:25]=2)[CH2:10]1)([C:4]([CH3:7])([CH3:6])[CH3:5])([CH3:3])[CH3:2].[C:31]1(B(O)O)[CH:36]=[CH:35][CH:34]=[CH:33][CH:32]=1>O.C1C=CC([P]([Pd]([P](C2C=CC=CC=2)(C2C=CC=CC=2)C2C=CC=CC=2)([P](C2C=CC=CC=2)(C2C=CC=CC=2)C2C=CC=CC=2)[P](C2C=CC=CC=2)(C2C=CC=CC=2)C2C=CC=CC=2)(C2C=CC=CC=2)C2C=CC=CC=2)=CC=1>[Si:1]([O:8][C@@H:9]1[C@H:13]([CH2:14][O:15][Si:16]([C:19]([CH3:22])([CH3:21])[CH3:20])([CH3:18])[CH3:17])[CH2:12][C@@H:11]([O:23][C:24]2[CH:29]=[C:28]([C:31]3[CH:36]=[CH:35][CH:34]=[CH:33][CH:32]=3)[N:27]=[CH:26][N:25]=2)[CH2:10]1)([C:4]([CH3:7])([CH3:6])[CH3:5])([CH3:3])[CH3:2] |^1:44,46,65,84|. Procedure details: A flask containing 4-{[(1R,3S,4S)-3-{[tert-butyl(dimethyl)silyl]oxy}-4-({[tert-butyl(dimethyl)silyl]oxy}methyl)cyclopentyl]oxy}-6-chloropyrimidine (0.300 g, 0.634 mmol), phenylboronic acid (0.0696 g, 0.570 mmol), a 2.00 M solution of K2CO3 in H2O (0.317 mL), EtOH (0.0944 mL) and toluene (1.417 mL) was purged with argon for 20 minutes. Tetrakis(triphenylphosphine)palladium(0) (0.0264 g, 0.0229 mmol) was added and the mixture was refluxed overnight. The reaction was cooled and diluted with H2O. Th... Starting materials: C1(CC1)N (Cyclopropylamine), N1=CC=C(C=C1)C=O (4-pyridinecarbaldehyde), C(C)(=O)OCC (ethyl acetate), [BH4-].[Na+] (sodium borohydride). Solvent: C(C)O (ethanol). Run at temperature 90 celsius, time 24 hour. Product: N1=CC=C(C=C1)CNC1CC1 (N-(Pyridin-4-ylmethyl)cyclopropanamine). The yield is 126.1%. Reaction SMILES: [CH:1]1([NH2:4])[CH2:3][CH2:2]1.[N:5]1[CH:10]=[CH:9][C:8]([CH:11]=O)=[CH:7][CH:6]=1.[BH4-].[Na+].C(OCC)(=O)C>C(O)C>[N:5]1[CH:10]=[CH:9][C:8]([CH2:11][NH:4][CH:1]2[CH2:3][CH2:2]2)=[CH:7][CH:6]=1 |f:2.3|. Reported procedure: Cyclopropylamine (69 μL, 0.99 mmol) in ethanol (1 mL) was mixed with 4-pyridinecarbaldehyde (86 μL, 0.99 mmol) at room temperature and refluxed at 90° C. for 2 hours. After completion of the reaction, the ethanol was evaporated azeotropically. The resulting reaction product in methanol (1 mL) was mixed with sodium borohydride (204 mg, 5.40 mmol) under cooling with ice and stirred at room temperature for 24 hours. After completion of the reaction, the reaction solution was mixed with ethyl acetat...